From a dataset of the Open Reaction Database (ORD), a public repository of structured organic reaction records. describe an organic reaction: reactants, conditions, products, and yield The reactants are CCCCCCCC/C=C\CCCCCCCC(=O)OCC(OC(=O)CCCCCCC/C=C\CCCCCCCC)COC(=O)CCCCCCC/C=C\CCCCCCCC (olein), XOX, CCCCCCCC/C=C\CCCCCCCC(=O)OCC(OC(=O)CCCCCCC/C=C\CCCCCCCC)COC(=O)CCCCCCC/C=C\CCCCCCCC (olein). Solvent: CC(=O)C (acetone). Product: CCCCCCCCCCCCCCCCCC(=O)OCC(COC(=O)CCCCCCCCCCCCCCCCC)OC(=O)CCCCCCCCCCCCCCCCC (stearin). Reaction SMILES: [CH3:1][CH2:2][CH2:3][CH2:4][CH2:5][CH2:6][CH2:7][CH2:8]/[CH:9]=[CH:10]\[CH2:11][CH2:12][CH2:13][CH2:14][CH2:15][CH2:16][CH2:17][C:18]([O:20][CH2:21][CH:22]([CH2:43][O:44][C:45]([CH2:47][CH2:48][CH2:49][CH2:50][CH2:51][CH2:52][CH2:53]/[CH:54]=[CH:55]\[CH2:56][CH2:57][CH2:58][CH2:59][CH2:60][CH2:61][CH2:62][CH3:63])=[O:46])[O:23][C:24]([CH2:26][CH2:27][CH2:28][CH2:29][CH2:30][CH2:31][CH2:32]/[CH:33]=[CH:34]\[CH2:35][CH2:36][CH2:37][CH2:38][CH2:39][CH2:40][CH2:41][CH3:42])=[O:25])=[O:19]>CC(C)=O>[CH3:1][CH2:2][CH2:3][CH2:4][CH2:5][CH2:6][CH2:7][CH2:8][CH2:9][CH2:10][CH2:11][CH2:12][CH2:13][CH2:14][CH2:15][CH2:16][CH2:17][C:18]([O:20][CH2:21][CH:22]([O:23][C:24]([CH2:26][CH2:27][CH2:28][CH2:29][CH2:30][CH2:31][CH2:32][CH2:33][CH2:34][CH2:35][CH2:36][CH2:37][CH2:38][CH2:39][CH2:40][CH2:41][CH3:42])=[O:25])[CH2:43][O:44][C:45]([CH2:47][CH2:48][CH2:49][CH2:50][CH2:51][CH2:52][CH2:53][CH2:54][CH2:55][CH2:56][CH2:57][CH2:58][CH2:59][CH2:60][CH2:61][CH2:62][CH3:63])=[O:46])=[O:19]. Reported procedure: Next, 60% by mass of the olein part of the transesterified oil D obtained was mixed with 40% by mass of the above-mentioned palm medium-melting fraction 45 (PMF45) as the XOX type oil-and-fat B, and acetone of which volume was four times that of the above-mentioned mixture of the olein part of the transesterified oil D and the palm medium-melting fraction 45 (PMF45) was mixed, and a solvent fractionation was further carried out at −2 to 1 degrees C. so as to obtain a stearin part that were adopt... Reactants: aqueous solution, [Cl-].[NH4+] (ammonium chloride), ClC1=CC=C2CC(C(C2=C1)=O)(C)C (6-chloro-2,2-dimethyl-indanone), ClC1CCN(CC1)C (4-chloro-N-methylpiperidine), [Mg] (magnesium). Run in O1CCCC1 (tetrahydrofuran), O1CCCC1 (tetrahydrofuran). The product is Grignard reagent, ClC1=CC=C2CC(C(C2=C1)(O)C1CCN(CC1)C)(C)C (6-chloro-2,2-dimethyl-1-(1-methyl-4-piperidinyl)indan-1-ol). RXN SMILES: Cl[CH:2]1[CH2:7][CH2:6][N:5]([CH3:8])[CH2:4][CH2:3]1.[Mg].[Cl:10][C:11]1[CH:19]=[C:18]2[C:14]([CH2:15][C:16]([CH3:22])([CH3:21])[C:17]2=[O:20])=[CH:13][CH:12]=1.[Cl-].[NH4+]>O1CCCC1>[Cl:10][C:11]1[CH:19]=[C:18]2[C:14]([CH2:15][C:16]([CH3:22])([CH3:21])[C:17]2([CH:2]2[CH2:7][CH2:6][N:5]([CH3:8])[CH2:4][CH2:3]2)[OH:20])=[CH:13][CH:12]=1 |f:3.4|. Procedure details: A Grignard reagent is prepared from 14.0 g 4-chloro-N-methylpiperidine and 2.6 g magnesium in 200 ml boiling tetrahydrofuran. After cooling, a solution of 10.0 g 6-chloro-2,2-dimethyl-indanone in 50 ml tetrahydrofuran is added dropwise at 5°-10°, and the reaction mixture is refluxed for 6 hours. After cooling, a 10% aqueous solution of ammonium chloride is added and the mixture is extracted with toluene. The toluene phase is dried and evaporated, to give 6-chloro-2,2-dimethyl-1-(1-methyl-4-piper...